From a dataset of the Open Reaction Database (ORD), a public repository of structured organic reaction records. describe an organic reaction: reactants, conditions, products, and yield Reactants: CC(C)N=C=O, Nc1ncc2cc(-c3c(Cl)cccc3Cl)c(N)nc2n1. Product: CC(C)NC(=O)Nc1nc2nc(N)ncc2cc1-c1c(Cl)cccc1Cl. Reaction SMILES: [CH:21]([CH3:22])([CH3:23])[N:24]=[C:25]=[O:26].[NH2:1][c:2]1[n:3][cH:4][c:5]2[c:6]([n:7]1)[n:8][c:9]([NH2:20])[c:10](-[c:12]1[c:13]([Cl:19])[cH:14][cH:15][cH:16][c:17]1[Cl:18])[cH:11]2>>[NH2:1][c:2]1[n:3][cH:4][c:5]2[c:6]([n:7]1)[n:8][c:9]([NH:20][C:25]([NH:24][CH:21]([CH3:22])[CH3:23])=[O:26])[c:10](-[c:12]1[c:13]([Cl:19])[cH:14][cH:15][cH:16][c:17]1[Cl:18])[cH:11]2. Reactants: CCN(C(C)C)C(C)C, Cc1ccc(S(=O)(=O)Cl)s1, ClCCl, OCCc1cc(F)cc(CN2CCC3(CC2)CNCCO3)c1. Product: Cc1ccc(S(=O)(=O)N2CCOC3(CCN(Cc4cc(F)cc(CCO)c4)CC3)C2)s1. As a reaction SMILES: [CH2:33]([N:34]([CH:35]([CH3:36])[CH3:37])[CH:38]([CH3:39])[CH3:40])[CH3:41].[CH3:1][c:2]1[cH:3][cH:4][c:5]([S:7](=[O:8])(=[O:9])[Cl:10])[s:6]1.[Cl:42][CH2:43][Cl:44].[O:11]1[CH2:12][CH2:13][NH:14][CH2:15][C:16]12[CH2:17][CH2:18][N:19]([CH2:22][c:23]1[cH:24][c:25]([CH2:30][CH2:31][OH:32])[cH:26][c:27]([F:29])[cH:28]1)[CH2:20][CH2:21]2>>[CH3:1][c:2]1[cH:3][cH:4][c:5]([S:7](=[O:8])(=[O:9])[N:14]2[CH2:13][CH2:12][O:11][C:16]3([CH2:15]2)[CH2:17][CH2:18][N:19]([CH2:22][c:23]2[cH:24][c:25]([CH2:30][CH2:31][OH:32])[cH:26][c:27]([F:29])[cH:28]2)[CH2:20][CH2:21]3)[s:6]1.